This data is from the Open Reaction Database (ORD), a public repository of structured organic reaction records. The task is: describe an organic reaction: reactants, conditions, products, and yield Starting materials: C=O, CC#N, CC(=O)O, CNC, N#CC(NC(=O)c1cccn2cc(-c3ccccc3)nc12)c1cccc(F)c1. Yields the product CN(C)Cc1c(-c2ccccc2)nc2c(C(=O)NC(C#N)c3cccc(F)c3)cccn12. Reaction SMILES: [CH2:4]=[O:5].[CH3:1][C:2]#[N:3].[CH3:37][C:38](=[O:39])[OH:40].[CH3:6][NH:7][CH3:8].[c:9]1(-[c:15]2[n:16][c:17]3[n:18]([cH:19][cH:20][cH:21][c:22]3[C:23](=[O:24])[NH:25][CH:26]([C:27]#[N:28])[c:29]3[cH:30][c:31]([F:35])[cH:32][cH:33][cH:34]3)[cH:36]2)[cH:10][cH:11][cH:12][cH:13][cH:14]1>>[CH2:1]([N:7]([CH3:6])[CH3:8])[c:36]1[c:15](-[c:9]2[cH:10][cH:11][cH:12][cH:13][cH:14]2)[n:16][c:17]2[n:18]1[cH:19][cH:20][cH:21][c:22]2[C:23](=[O:24])[NH:25][CH:26]([C:27]#[N:28])[c:29]1[cH:30][c:31]([F:35])[cH:32][cH:33][cH:34]1.